Dataset: the Open Reaction Database (ORD), a public repository of structured organic reaction records. Task: describe an organic reaction: reactants, conditions, products, and yield The reactants are Cc1nc(Cl)ccc1-c1nc(CCO[Si](c2ccccc2)(c2ccccc2)C(C)(C)C)no1, CCCC[N+](CCCC)(CCCC)CCCC, [F-], C1CCOC1. Yields the product Cc1nc(Cl)ccc1-c1nc(CCO)no1. As a reaction SMILES: [C:1]([Si:2]([c:3]1[cH:4][cH:5][cH:22][cH:23][cH:24]1)([O:6][CH2:7][CH2:8][c:9]1[n:10][o:11][c:12](-[c:14]2[c:15]([CH3:21])[n:16][c:17]([Cl:20])[cH:18][cH:19]2)[n:13]1)[c:25]1[cH:26][cH:27][cH:28][cH:29][cH:30]1)([CH3:31])([CH3:32])[CH3:33].[CH3:35][CH2:36][CH2:37][CH2:38][N+:39]([CH2:40][CH2:41][CH2:42][CH3:43])([CH2:44][CH2:45][CH2:46][CH3:47])[CH2:48][CH2:49][CH2:50][CH3:51].[F-:34].[O:52]1[CH2:53][CH2:54][CH2:55][CH2:56]1>>[OH:6][CH2:7][CH2:8][c:9]1[n:10][o:11][c:12](-[c:14]2[c:15]([CH3:21])[n:16][c:17]([Cl:20])[cH:18][cH:19]2)[n:13]1. The reactants are COc1ccccc1OCCNCc1ccccc1, CCO, O=S(=O)(c1ccccc1)n1c2ccccc2c2c(OCC3CO3)cccc21. Yields the product COc1ccccc1OCCN(Cc1ccccc1)CC(O)COc1cccc2c1c1ccccc1n2S(=O)(=O)c1ccccc1. As a reaction SMILES: [CH2:1]([c:2]1[cH:3][cH:4][cH:5][cH:6][cH:7]1)[NH:8][CH2:9][CH2:10][O:11][c:12]1[c:13]([O:18][CH3:19])[cH:14][cH:15][cH:16][cH:17]1.[CH3:47][CH2:48][OH:49].[c:20]1([S:26](=[O:27])(=[O:28])[n:29]2[c:30]3[cH:31][cH:32][cH:33][cH:34][c:35]3[c:36]3[c:37]([O:42][CH2:43][CH:44]4[O:45][CH2:46]4)[cH:38][cH:39][cH:40][c:41]23)[cH:21][cH:22][cH:23][cH:24][cH:25]1>>[CH2:1]([c:2]1[cH:3][cH:4][cH:5][cH:6][cH:7]1)[N:8]([CH2:9][CH2:10][O:11][c:12]1[c:13]([O:18][CH3:19])[cH:14][cH:15][cH:16][cH:17]1)[CH2:46][CH:44]([CH2:43][O:42][c:37]1[c:36]2[c:35]3[c:30]([n:29]([S:26]([c:20]4[cH:21][cH:22][cH:23][cH:24][cH:25]4)(=[O:27])=[O:28])[c:41]2[cH:40][cH:39][cH:38]1)[cH:31][cH:32][cH:33][cH:34]3)[OH:45]. Reactants: O=C([O-])[O-], COC(=O)c1cccc(I)c1C(=O)OC, Cc1ccccc1, ClCCl, [Cs+], [Cs+], Nc1ccccc1, O=C(C=Cc1ccccc1)C=Cc1ccccc1, O=C(C=Cc1ccccc1)C=Cc1ccccc1, O=C(C=Cc1ccccc1)C=Cc1ccccc1, [Pd], [Pd]. As a reaction SMILES: [C:23](=[O:24])([O-:25])[O-:26].[CH3:1][O:2][C:3]([c:4]1[c:5]([C:6](=[O:7])[O:8][CH3:9])[c:10]([I:14])[cH:11][cH:12][cH:13]1)=[O:15].[CH3:29][c:30]1[cH:31][cH:32][cH:33][cH:34][cH:35]1.[Cl:36][CH2:37][Cl:38].[Cs+:27].[Cs+:28].[NH2:16][c:17]1[cH:18][cH:19][cH:20][cH:21][cH:22]1.[O:41]=[C:42]([CH:43]=[CH:44][c:45]1[cH:46][cH:47][cH:48][cH:49][cH:50]1)[CH:51]=[CH:52][c:53]1[cH:54][cH:55][cH:56][cH:57][cH:58]1.[O:59]=[C:60]([CH:61]=[CH:62][c:63]1[cH:64][cH:65][cH:66][cH:67][cH:68]1)[CH:69]=[CH:70][c:71]1[cH:72][cH:73][cH:74][cH:75][cH:76]1.[O:77]=[C:78]([CH:79]=[CH:80][c:81]1[cH:82][cH:83][cH:84][cH:85][cH:86]1)[CH:87]=[CH:88][c:89]1[cH:90][cH:91][cH:92][cH:93][cH:94]1.[Pd:39].[Pd:40]>>[CH3:1][O:2][C:3]([c:4]1[c:5]([C:6](=[O:7])[O:8][CH3:9])[c:10]([NH:16][c:17]2[cH:18][cH:19][cH:20][cH:21][cH:22]2)[cH:11][cH:12][cH:13]1)=[O:15]. Yields the product COC(=O)c1cccc(Nc2ccccc2)c1C(=O)OC. The reactants are [H-].[Na+] (Sodium hydride), N\C(=C/C(=O)OCC)\C(F)(F)F (ethyl 3-amino-4,4,4-trifluorocrotonate), C(C=C)N=C=S (allyl isothiocyanate). Run in CN(C)C=O (DMF). Run at time 20 minute. Product: C(C=C)N1C(=NC(=CC1=O)C(F)(F)F)S (3-allyl-2-mercapto-6-trifluoromethyl-4(3H)-pyrimidinone). Isolated yield 89.0%. Reaction SMILES: [H-].[Na+].[NH2:3]/[C:4](/[C:11]([F:14])([F:13])[F:12])=[CH:5]\[C:6]([O:8]CC)=O.[CH2:15]([N:18]=[C:19]=[S:20])[CH:16]=[CH2:17]>CN(C=O)C>[CH2:15]([N:18]1[C:6](=[O:8])[CH:5]=[C:4]([C:11]([F:12])([F:13])[F:14])[N:3]=[C:19]1[SH:20])[CH:16]=[CH2:17] |f:0.1|. Procedure: Sodium hydride (60% in oil, 2.71 q, 60.0 mmol) was added to DMF (40 ml) solution of ethyl 3-amino-4,4,4-trifluorocrotonate spending 30 minutes under ice-cooling, followed by stirring for 20 minutes. Next, allyl isothiocyanate (5.3 ml, 54.0 mmol) was added under ice-cooling, followed by overnight stirring while gradually returning to room temperature. After completion of the reaction, the reaction solution was concentrated under a reduced pressure, water (40 ml) and 2 N hydrochloric acid (1.25 ml... Reactants: COc1ccc(C(=O)c2ccc(Br)cc2)c(C)c1, O=C(Cl)c1ccc(Br)cc1, O=C1CCC(=O)N1Br, O=C(OOC(=O)c1ccccc1)c1ccccc1, ClCCl, COc1cccc(C)c1, [Cl-], ClC(Cl)(Cl)Cl, [H-], [NH4+], [Na+], CC(C)(C)OC(=O)NO. The product is COc1ccc(C(=O)c2ccc(Br)cc2)c(CONC(=O)OC(C)(C)C)c1. As a reaction SMILES: [Br:1][c:2]1[cH:3][cH:4][c:5]([C:8](=[O:9])[c:10]2[c:11]([CH3:18])[cH:12][c:13]([O:16][CH3:17])[cH:14][cH:15]2)[cH:6][cH:7]1.[Br:28][c:29]1[cH:30][cH:31][c:32]([C:33]([Cl:34])=[O:35])[cH:36][cH:37]1.[Br:38][N:39]1[C:40](=[O:41])[CH2:42][CH2:43][C:44]1=[O:45].[C:46]([O:47][O:48][C:49](=[O:50])[c:51]1[cH:52][cH:53][cH:54][cH:55][cH:56]1)(=[O:57])[c:58]1[cH:59][cH:60][cH:61][cH:62][cH:63]1.[CH2:82]([Cl:83])[Cl:84].[CH3:19][c:20]1[cH:21][c:22]([O:23][CH3:24])[cH:25][cH:26][cH:27]1.[Cl-:75].[Cl:77][C:78]([Cl:79])([Cl:80])[Cl:81].[H-:73].[NH4+:76].[Na+:74].[OH:64][NH:65][C:66]([O:67][C:68]([CH3:69])([CH3:70])[CH3:71])=[O:72]>>[Br:1][c:2]1[cH:3][cH:4][c:5]([C:8](=[O:9])[c:10]2[c:11]([CH2:18][O:64][NH:65][C:66]([O:67][C:68]([CH3:69])([CH3:70])[CH3:71])=[O:72])[cH:12][c:13]([O:16][CH3:17])[cH:14][cH:15]2)[cH:6][cH:7]1. Starting materials: N1=CC=CC=C1 (pyridine), CNC(=CC(=O)OC)C (methyl 3-(methylamino)-2-butenoate), O1CCCC1 (tetrahydrofuran), C1(=CC(=CC=C1)Cl)C (m-toluyl chloride). Conditions: time 1 hour. Yields the product CC1=NOC(=C1C(=O)OC)C1=CC(=CC=C1)C (methyl 3-methyl-5-(3-methylphenyl)-4-isoxazole carboxylate). The yield is 10.2%. Reaction SMILES: C[NH:2][C:3]([CH3:9])=[CH:4][C:5]([O:7][CH3:8])=[O:6].N1[CH:15]=[CH:14][CH:13]=[CH:12][CH:11]=1.[C:16]1([CH3:23])C=CC=C(Cl)[CH:17]=1.[O:24]1CCCC1>>[CH3:9][C:3]1[C:4]([C:5]([O:7][CH3:8])=[O:6])=[C:11]([C:12]2[CH:23]=[CH:16][CH:17]=[C:14]([CH3:15])[CH:13]=2)[O:24][N:2]=1. Procedure: Methyl 3-oxobutanoate (29.4 g) was dissolved in methanol (30 ml), then a 40%-methylamine-methanol solution (32 ml) was added dropwise at room temperature, and the mixture was stirred for 1 hour. After the completion of the reaction, the reaction solution as such was concentrated, and then dried using a vacuum pump to obtain methyl 3-(methylamino)-2-butenoate (31.8 g, yield 97%). Subsequently, methyl 3-(methylamino)-2-butenoate (1.0 g) was dissolved in tetrahydrofuran (15 ml) and pyridine (0.63 m... The reactants are CC1C(C2CCC1CC2)CCC(CCCC2C1CCC(C2(C)C)CC1)=O (1-[3-methylbicyclo[2.2.2]oct-2-yl]-6-[3,3-dimethylbicyclo[2.2.2]oct-2-yl]hexan-3-one), C(C)C1C2CC(C(C1CC)CC2)CC(CCC2C1(CCC(C2)CC1(C)C)C)=O (1-[5,6-diethylbicyclo[2.2.2]oct-2-yl]-4-[1,7,7-trimethylbicyclo[2.2.2]oct-2-yl]butan-2-one), C(C)C1C2CC(C(C1CC)CC2)CC(=O)Cl (5,6-diethylbicyclo[2.2.2]oct-2-ylacetyl chloride), 3-methylbicyclo[2.2.2]oct-2-ylmethylmalonic ester, CC1(C(C2CCC1CC2)CCCC(=O)Cl)C (4-[3,3-dimethylbicyclo[2.2.2]oct-2-yl]butyric acid chloride), 1,7,7-trimethylbicyclo[2.2.2]oct-2-ylmethylmalonic ester. The product is C12C(CC(CC1)CC2)CC(=O)C2C1CCC(C2)CC1 (2-(Bicyclo[2.2.2]oct-2-ylacetyl)bicyclo[2.2.2]octane). Reaction SMILES: CC1C2CCC(CC2)C1CCC(=O)CCCC1C(C)(C)C2CCC1CC2.CC1(C)C2CCC(CC2)C1CCCC(Cl)=O.C([CH:45]1[CH:50](CC)[CH:49]2[CH2:53][CH2:54][CH:46]1[CH2:47][CH:48]2[CH2:55][C:56](=[O:70])[CH2:57][CH2:58][CH:59]1[CH2:64][CH:63]2CC(C)(C)[C:60]1(C)[CH2:61][CH2:62]2)C.C(C1C(CC)C2CCC1CC2CC(Cl)=O)C>>[CH:49]12[CH2:50][CH2:45][CH:46]([CH2:54][CH2:53]1)[CH2:47][CH:48]2[CH2:55][C:56]([CH:57]1[CH2:58][CH:59]2[CH2:64][CH2:63][CH:62]1[CH2:61][CH2:60]2)=[O:70]. Procedure details: 1-[3-methylbicyclo[2.2.2]oct-2-yl]-6-[3,3-dimethylbicyclo[2.2.2]oct-2-yl]hexan-3-one from 3-methylbicyclo[2.2.2]oct-2-ylmethylmalonic ester and 4-[3,3-dimethylbicyclo[2.2.2]oct-2-yl]butyric acid chloride and 1-[5,6-diethylbicyclo[2.2.2]oct-2-yl]-4-[1,7,7-trimethylbicyclo[2.2.2]oct-2-yl]butan-2-one from 5,6-diethylbicyclo[2.2.2]oct-2-ylacetyl chloride and 1,7,7-trimethylbicyclo[2.2.2]oct-2-ylmethylmalonic ester.